Dataset: the Open Reaction Database (ORD), a public repository of structured organic reaction records. Task: describe an organic reaction: reactants, conditions, products, and yield Starting materials: [Mg] (Magnesium), II (iodine), BrCC(C)(C)C (1-bromo-2,2-dimethylpropane), resultant mixture, C(CCC)[SiH](C(C)C)C(C)C (n-Butyldiisopropylsilane). The solvent is C1CCOC1 (THF). Reaction conditions: time 20 minute. Product: 2,2-dimethylpropylmagnesium bromide THF, C(C)(C)[SiH](CC(C)(C)C)C(C)C (Diisopropyl(2,2-dimethylpropyl)silane). Reaction SMILES: [Mg].II.Br[CH2:5][C:6]([CH3:9])([CH3:8])[CH3:7].C([SiH:14]([CH:18]([CH3:20])[CH3:19])[CH:15]([CH3:17])[CH3:16])CCC>C1COCC1>[CH:15]([SiH:14]([CH:18]([CH3:20])[CH3:19])[CH2:5][C:6]([CH3:9])([CH3:8])[CH3:7])([CH3:17])[CH3:16]. Procedure: Magnesium (2.43 g, 100 mmol) and iodine (catalytic amount) were added to THF (100 mL), and 1-bromo-2,2-dimethylpropane (10.7 mL, 100 mmol) was added dropwise thereto for 20 minutes, followed by stirring at room temperature for 1 hour. After termination of exothermic reaction, the resultant mixture was further stirred at 50° C. for 5 hours, whereby 2,2-dimethylpropylmagnesium bromide THF solution was prepared. The procedure of synthesizing Compound 47a was repeated, except that the thus-prepared ... Procedure details: The title compound was synthesized by procedure analogous to Step 2 and 3 of Example 28 from 2-{(1S,2R)-2-[1-(5-chloropyrimidin-2-yl)piperidin-4-yl]cyclopropyl}ethyl 4-methylbenzenesulfonate from Step 1 of Example 5 and tert-butyl (5-nitropyridin-2-yl)carbamate from Step 1 of this example. As a reaction SMILES: CC1C=CC(S(O[CH2:12][CH2:13][C@@H:14]2[CH2:16][C@@H:15]2[CH:17]2[CH2:22][CH2:21][N:20]([C:23]3[N:28]=[CH:27][C:26]([Cl:29])=[CH:25][N:24]=3)[CH2:19][CH2:18]2)(=O)=O)=CC=1.[N+:30]([C:33]1[CH:34]=[CH:35][C:36]([NH:39][C:40](=[O:46])[O:41][C:42]([CH3:45])([CH3:44])[CH3:43])=[N:37][CH:38]=1)([O-])=O>>[NH2:30][C:33]1[CH:34]=[CH:35][C:36]([N:39]([CH2:12][CH2:13][C@@H:14]2[CH2:16][C@@H:15]2[CH:17]2[CH2:18][CH2:19][N:20]([C:23]3[N:24]=[CH:25][C:26]([Cl:29])=[CH:27][N:28]=3)[CH2:21][CH2:22]2)[C:40](=[O:46])[O:41][C:42]([CH3:44])([CH3:43])[CH3:45])=[N:37][CH:38]=1. Reactants: CC1=CC=C(C=C1)S(=O)(=O)OCC[C@H]1[C@H](C1)C1CCN(CC1)C1=NC=C(C=N1)Cl (2-{(1S,2R)-2-[1-(5-chloropyrimidin-2-yl)piperidin-4-yl]cyclopropyl}ethyl 4-methylbenzenesulfonate), [N+](=O)([O-])C=1C=CC(=NC1)NC(OC(C)(C)C)=O (tert-butyl (5-nitropyridin-2-yl)carbamate). Yields the product NC=1C=CC(=NC1)N(C(OC(C)(C)C)=O)CC[C@H]1[C@H](C1)C1CCN(CC1)C1=NC=C(C=N1)Cl (tert-butyl (5-amino-pyridin-2-yl)(2-{(1S,2S)-2-[1-(5-chloropyrimidin-2-yl)piperidin-4-yl]cyclopropyl}ethyl)carbamate). Starting materials: C1(=CC=CC=C1)C1=CSC=2N=CNC(C21)=O (5-Phenyl-3H-thieno[2,3-d]pyrimidin-4-one), P(=O)(Cl)(Cl)Cl (phosphoryl chloride). Solvent: ice. Reaction conditions: time 18 hour. Product: ClC=1C2=C(N=CN1)SC=C2C2=CC=CC=C2 (4-Chloro-5-phenyl-thieno[2,3-d]pyrimidine). Reaction SMILES: [C:1]1([C:7]2[C:15]3[C:14](=O)[NH:13][CH:12]=[N:11][C:10]=3[S:9][CH:8]=2)[CH:6]=[CH:5][CH:4]=[CH:3][CH:2]=1.P(Cl)(Cl)([Cl:19])=O>>[Cl:19][C:14]1[C:15]2[C:7]([C:1]3[CH:6]=[CH:5][CH:4]=[CH:3][CH:2]=3)=[CH:8][S:9][C:10]=2[N:11]=[CH:12][N:13]=1. Procedure details: 5-Phenyl-3H-thieno[2,3-d]pyrimidin-4-one (294.6 g, 1.29 mol) was added in portions to stirred phosphoryl chloride (1000 ml), then the stirred suspension was warmed gently to reflux temperature, heated under reflux for 4 hours, and allowed to stand at ambient temperature for 18 hours. The resulting dark solution was removed by decantation from a solid residue and concentrated in vacuo to give a gummy solid. The two solids were combined and added to crushed ice (1000 ml). The product was extracted... Yield: 15.0%. The product is ClC1=CN=C(C2=CC(=CC=C12)S(=O)(=O)N[C@@H](CCCCN)C(=O)O)NC(=N)N (Nα-[(4-chloro-1-guanidino-7-isoquinolinyl)sulphonyl]-L-lysine). Conditions: time 20 minute. Reactants: C(C)(C)(C)OC([C@@H](NS(=O)(=O)C1=CC=C2C(=CN=C(C2=C1)NC(=N)N)Cl)CCCCNC(=O)OC(C)(C)C)=O (Nα-[(4-Chloro-1-guanidino-7-isoquinolinyl) sulphonyl]-Nε-tert-butyloxycarbonyl-L-lysine tert-butyl ester). Run in CCOC(=O)C (EtOAc), Cl (HCl). Procedure details: Nα-[(4-Chloro-1-guanidino-7-isoquinolinyl) sulphonyl]-Nε-tert-butyloxycarbonyl-L-lysine tert-butyl ester (119 mg, 0.20 mmol) was dissolved in EtOAc (10 ml) and saturated with gaseous HCl. After 20 min, the resultant white precipitate was obtained by filtration and recrystallised from EtOH to give Nα-[(4-chloro-1-guanidino-7-isoquinolinyl)sulphonyl]-L-lysine (13 mg, 0.03 mmol). As a reaction SMILES: C([O:5][C:6](=[O:39])[C@H:7]([CH2:27][CH2:28][CH2:29][CH2:30][NH:31]C(OC(C)(C)C)=O)[NH:8][S:9]([C:12]1[CH:21]=[C:20]2[C:15]([C:16]([Cl:26])=[CH:17][N:18]=[C:19]2[NH:22][C:23]([NH2:25])=[NH:24])=[CH:14][CH:13]=1)(=[O:11])=[O:10])(C)(C)C>CCOC(C)=O.Cl>[Cl:26][C:16]1[C:15]2[C:20](=[CH:21][C:12]([S:9]([NH:8][C@H:7]([C:6]([OH:39])=[O:5])[CH2:27][CH2:28][CH2:29][CH2:30][NH2:31])(=[O:10])=[O:11])=[CH:13][CH:14]=2)[C:19]([NH:22][C:23]([NH2:25])=[NH:24])=[N:18][CH:17]=1. Starting materials: C1(=CC=CC=C1)N1N=C(C=C1C1=CC=C(C=C1)C)CCC=O (3-(1-phenyl-5-p-tolyl-1H-pyrazol-3-yl)propanal), [BH-](OC(=O)C)(OC(=O)C)OC(=O)C.[Na+] (NaBH(OAc)3), CC=1C=C(C=CC1C)N1CCNCC1 (1-(3,4-dimethylphenyl)piperazine), CCN(C(C)C)C(C)C (DIPEA). Product: CC=1C=C(C=CC1C)N1CCN(CC1)CCCC1=NN(C(=C1)C1=CC=C(C=C1)C)C1=CC=CC=C1 (1-(3,4-dimethylphenyl)-4-(3-(1-phenyl-5-p-tolyl-1H-pyrazol-3-yl)propyl)piperazine). Reaction SMILES: [C:1]1([N:7]2[C:11]([C:12]3[CH:17]=[CH:16][C:15]([CH3:18])=[CH:14][CH:13]=3)=[CH:10][C:9]([CH2:19][CH2:20][CH:21]=O)=[N:8]2)[CH:6]=[CH:5][CH:4]=[CH:3][CH:2]=1.[CH3:23][C:24]1[CH:25]=[C:26]([N:31]2[CH2:36][CH2:35][NH:34][CH2:33][CH2:32]2)[CH:27]=[CH:28][C:29]=1[CH3:30].CCN(C(C)C)C(C)C.[BH-](OC(C)=O)(OC(C)=O)OC(C)=O.[Na+]>>[CH3:23][C:24]1[CH:25]=[C:26]([N:31]2[CH2:32][CH2:33][N:34]([CH2:21][CH2:20][CH2:19][C:9]3[CH:10]=[C:11]([C:12]4[CH:17]=[CH:16][C:15]([CH3:18])=[CH:14][CH:13]=4)[N:7]([C:1]4[CH:6]=[CH:5][CH:4]=[CH:3][CH:2]=4)[N:8]=3)[CH2:35][CH2:36]2)[CH:27]=[CH:28][C:29]=1[CH3:30] |f:3.4|. Procedure details: 118 mg (85%) of target compound was obtained by using a method same as in Example 1 by using 3-(1-phenyl-5-p-tolyl-1H-pyrazol-3-yl)propanal (80 mg, 0.276 mmol), 1-(3,4-dimethylphenyl)piperazine (53 mg, 0.276 mmol), DIPEA (0.072 mL, 0.414 mmol) and NaBH(OAc)3 (175 mg, 0.828 mmol). Reactants: ClC(Cl)Cl, CC(O)c1cccc(Cl)n1. Yields the product CC(=O)c1cccc(Cl)n1. As a reaction SMILES: [CH:11]([Cl:12])([Cl:13])[Cl:14].[Cl:1][c:2]1[cH:3][cH:4][cH:5][c:6]([CH:8]([CH3:9])[OH:10])[n:7]1>>[Cl:1][c:2]1[cH:3][cH:4][cH:5][c:6]([C:8]([CH3:9])=[O:10])[n:7]1.